describe an organic reaction: reactants, conditions, products, and yield From a dataset of the Open Reaction Database (ORD), a public repository of structured organic reaction records. Starting materials: COC(=O)[C@H]1CN(C)[C@@H]2CC3=CNC4=CC=CC(C2=C1)=C34 (lysergic acid methyl ester), N#CBr (cyanogen bromide). The solvent is ClCCl (dichloromethane), CO.ClCCl (methanol dichloromethane). Product: COC(=O)[C@H]1CN([C@@H]2CC=3C4=C(C2=C1)C=CC=C4NC3)C#N ((6aR,9R)-7-Cyano-4,6,6a,7,8,9-hexahydro-indolo[4,3-fg]quinoline-9-carboxylic acid methyl ester). Reaction SMILES: [CH3:1][O:2][C:3]([C@@H:5]1[CH:20]=[C:19]2[C@@H:9]([CH2:10][C:11]3[C:21]4[C:14](=[CH:15][CH:16]=[CH:17][C:18]2=4)[NH:13][CH:12]=3)[N:7]([CH3:8])[CH2:6]1)=[O:4].[N:22]#CBr>ClCCl.CO.ClCCl>[CH3:1][O:2][C:3]([C@@H:5]1[CH:20]=[C:19]2[C@@H:9]([CH2:10][C:11]3[C:21]4[C:14]([NH:13][CH:12]=3)=[CH:15][CH:16]=[CH:17][C:18]=42)[N:7]([C:8]#[N:22])[CH2:6]1)=[O:4] |f:3.4|. Reported procedure: To a 50 ml round-bottom flask containing a solution of lysergic acid methyl ester (1.0 g, 3.54 mmol) in anhydrous dichloromethane (50 ml) is slowly added cyanogen bromide (2.02 g, 19.11 mmol) and the resulting black-coloured reaction mixture is stirred at room temperature for 4 hours by which time TLC in 10% methanol/dichloromethane showed partial conversion of starting material to give two faster-running products. The reaction mixture is left stirring over the weekend and monitored by TLC showi...